Dataset: the Open Reaction Database (ORD), a public repository of structured organic reaction records. Task: describe an organic reaction: reactants, conditions, products, and yield The reactants are C(=O)NC1=CC=CC(=N1)C(C(=O)NC1[C@@H]2N(C(=CCS2)C(=O)OCC2=CC=C(C=C2)[N+](=O)[O-])C1=O)=NOC (4-nitrobenzyl 7-[2-(6-formamidopyridin-2-yl)-2-methoxyiminoacetamido]-3-cephem-4-carboxylate), O (water). The reagents and catalysts are [Pd] (Palladium on carbon). The solvent is O1CCCC1 (tetrahydrofuran), CO (methanol), C(C)(=O)O (acetic acid). Conditions: time 5 hour. Product: C(=O)NC1=CC=CC(=N1)C(C(=O)NC1[C@@H]2N(C(=CCS2)C(=O)O)C1=O)=NOC (7-[2-(6-formamidopyridin-2-yl)2-methoxyiminoacetamido]-3-cephem-4-carboxylic acid). The yield is 74.1%. As a reaction SMILES: [CH:1]([NH:3][C:4]1[N:9]=[C:8]([C:10](=[N:36][O:37][CH3:38])[C:11]([NH:13][CH:14]2[C:34](=[O:35])[N:16]3[C:17]([C:21]([O:23]CC4C=CC([N+]([O-])=O)=CC=4)=[O:22])=[CH:18][CH2:19][S:20][C@H:15]23)=[O:12])[CH:7]=[CH:6][CH:5]=1)=[O:2].O>[Pd].O1CCCC1.CO.C(O)(=O)C>[CH:1]([NH:3][C:4]1[N:9]=[C:8]([C:10](=[N:36][O:37][CH3:38])[C:11]([NH:13][CH:14]2[C:34](=[O:35])[N:16]3[C:17]([C:21]([OH:23])=[O:22])=[CH:18][CH2:19][S:20][C@H:15]23)=[O:12])[CH:7]=[CH:6][CH:5]=1)=[O:2]. Procedure: 10% Palladium on carbon (216 mg.) was added to a solution of 4-nitrobenzyl 7-[2-(6-formamidopyridin-2-yl)-2-methoxyiminoacetamido]-3-cephem-4-carboxylate (540 mg.) in tetrahydrofuran (10 ml.), methanol (5 ml.), acetic acid (0.075 ml.), and water (0.75 ml.). The mixture was subjected to catalytic reduction at ambient temperature under ordinary pressure for 5 hours, and then allowed to stand overnight. After filtered off the catalyst, the filtrate was concentrated under reduced pressure. Ethyl ace... Reactants: C1=CC=CC=2C3=CC=CC=C3C(C12)COC(=O)N1CCC(CC1)(C1=CC=CC=C1)C1=CC=C(C=C1)O (4-(4-Hydroxy-phenyl)-4-phenyl-piperidine-1-carboxylic acid 9H-fluoren-9-ylmethyl ester), N1CCCCC1 (piperidine). Solvent: CN(C)C=O (DMF). Product: C1(=CC=CC=C1)C1(CCNCC1)C1=CC=C(C=C1)O (4-(4-Phenyl-piperidin-4-yl)-phenol). Reaction SMILES: C1C2C(COC([N:18]3[CH2:23][CH2:22][C:21]([C:30]4[CH:35]=[CH:34][C:33]([OH:36])=[CH:32][CH:31]=4)([C:24]4[CH:29]=[CH:28][CH:27]=[CH:26][CH:25]=4)[CH2:20][CH2:19]3)=O)C3C(=CC=CC=3)C=2C=CC=1.N1CCCCC1>CN(C=O)C>[C:24]1([C:21]2([C:30]3[CH:31]=[CH:32][C:33]([OH:36])=[CH:34][CH:35]=3)[CH2:20][CH2:19][NH:18][CH2:23][CH2:22]2)[CH:25]=[CH:26][CH:27]=[CH:28][CH:29]=1. Procedure details: 4-(4-Hydroxy-phenyl)-4-phenyl-piperidine-1-carboxylic acid 9H-fluoren-9-ylmethyl ester (270 mg, 0.57 mmol) was treated with a solution of piperidine in DMF (20%, 5 mL) for 2 h. TLC indicated full conversion of the starting material. Concentrated in vacuo to a solid. Worked-up by flash chromatography. LC-MS indicated formation of a complex mixture. The title product was isolated in an analytical amount. LC/MS purity (UV/MS): 90/90%, Rt 3.15 min. M+1: 254 Reactants: CCOC(C)=O, CCCCCC, CC1=CC(OC(=O)C=Cc2ccc([N+](=O)[O-])cc2)C(O)C(C)(C)CC1=O. Product: CC1=CC(OC(=O)C=Cc2ccc(N)cc2)C(O)C(C)(C)CC1=O. Reaction SMILES: [C:27]([O:28][CH2:29][CH3:30])(=[O:31])[CH3:32].[CH3:33][CH2:34][CH2:35][CH2:36][CH2:37][CH3:38].[OH:1][CH:2]1[CH:3]([O:13][C:14]([CH:15]=[CH:16][c:17]2[cH:18][cH:19][c:20]([N+:23]([O-:24])=[O:25])[cH:21][cH:22]2)=[O:26])[CH:4]=[C:5]([CH3:12])[C:6](=[O:11])[CH2:7][C:8]1([CH3:9])[CH3:10]>>[OH:1][CH:2]1[CH:3]([O:13][C:14]([CH:15]=[CH:16][c:17]2[cH:18][cH:19][c:20]([NH2:23])[cH:21][cH:22]2)=[O:26])[CH:4]=[C:5]([CH3:12])[C:6](=[O:11])[CH2:7][C:8]1([CH3:9])[CH3:10].